Dataset: the Open Reaction Database (ORD), a public repository of structured organic reaction records. Task: describe an organic reaction: reactants, conditions, products, and yield The reactants are C1(=CC=C(C=C1)C(=O)[C@@]([C@@](C(=O)O)(O)C(=O)C1=CC=C(C=C1)C)(O)C(=O)O)C.FC1=NC(=CC=C1[C@H](C)NC[C@H](C)O)F ((S)-1-[(S)-1-(2,6-difluoropyridin-3-yl)ethylamino]propan-2-ol (+)-di-p-toluoyl-D-tartrate). The solvent is [OH-].[Na+] (sodium hydroxide). Run at temperature 145 celsius. The product is FC1=NC(=CC=C1[C@H](C)N1C(C(O[C@H](C1)C)=O)=O)F ((S)-4-[(S)-1-(2,6-difluoropyridin-3-yl)ethyl]-6-methylmorpholine-2,3-dione). The yield is 115.4%. Reaction SMILES: C1(C)C=CC([C:7]([C@:9](C(O)=O)([OH:24])[C@](C(C2C=CC(C)=CC=2)=O)(O)C(O)=O)=[O:8])=CC=1.[F:29][C:30]1[C:35]([C@@H:36]([NH:38][CH2:39][C@@H:40]([OH:42])[CH3:41])[CH3:37])=[CH:34][CH:33]=[C:32]([F:43])[N:31]=1>[OH-].[Na+]>[F:29][C:30]1[C:35]([C@@H:36]([N:38]2[CH2:39][C@H:40]([CH3:41])[O:42][C:7](=[O:8])[C:9]2=[O:24])[CH3:37])=[CH:34][CH:33]=[C:32]([F:43])[N:31]=1 |f:0.1,2.3|. Reported procedure: (S)-1-[(S)-1-(2,6-difluoropyridin-3-yl)ethylamino]propan-2-ol (+)-di-p-toluoyl-D-tartrate (199 g) was dissolved in 5 N aqueous sodium hydroxide (450 mL), water (1,000 mL), and 50% toluene-THF (2,000 mL), and the organic layer was separated. The aqueous layer was washed with 50% toluene-THF (800 mL) three times. The organic layers were combined and concentrated under reduced pressure. Then, diethyl oxalate (200 mL) was added to the residue, and the reaction solution was heated and stirred at 140 ... The reactants are P(=O)(OCC1CC(=NO1)C1=CC=C(C=C1)C1=CC=C(C=C1)N1C(O[C@H](C1)CNC(C)=O)=O)(OC(C)(C)C)OC(C)(C)C ([3-(4′-{(5S)-5-[(Acetylamino)methyl]-2-oxo-1,3-oxazolidin-3-yl}-1,1′-biphenyl-4-yl)-4,5-dihydroisoxazol-5-yl]methyl di-tert-butyl phosphate), FC(C(=O)O)(F)F (trifluoroacetic acid). The solvent is ClCCl (dichloromethane). Reaction conditions: time 1 hour. Yields the product P(=O)(OCC1CC(=NO1)C1=CC=C(C=C1)C1=CC=C(C=C1)N1C(O[C@H](C1)CNC(C)=O)=O)(O)O ([3-(4′-{(5S)-5-[(Acetylamino)methyl]-2-oxo-1,3-oxazolidin-3-yl}-1,1′-biphenyl-4-yl)-4,5-dihydroisoxazol-5-yl]methyl dihydrogen phosphate). Reaction SMILES: [P:1]([O:38]C(C)(C)C)([O:33]C(C)(C)C)([O:3][CH2:4][CH:5]1[O:9][N:8]=[C:7]([C:10]2[CH:15]=[CH:14][C:13]([C:16]3[CH:21]=[CH:20][C:19]([N:22]4[CH2:26][C@H:25]([CH2:27][NH:28][C:29](=[O:31])[CH3:30])[O:24][C:23]4=[O:32])=[CH:18][CH:17]=3)=[CH:12][CH:11]=2)[CH2:6]1)=[O:2].FC(F)(F)C(O)=O>ClCCl>[P:1]([OH:33])([OH:38])([O:3][CH2:4][CH:5]1[O:9][N:8]=[C:7]([C:10]2[CH:11]=[CH:12][C:13]([C:16]3[CH:17]=[CH:18][C:19]([N:22]4[CH2:26][C@H:25]([CH2:27][NH:28][C:29](=[O:31])[CH3:30])[O:24][C:23]4=[O:32])=[CH:20][CH:21]=3)=[CH:14][CH:15]=2)[CH2:6]1)=[O:2]. Reported procedure: [3-(4′-{(5S)-5-[(Acetylamino)methyl]-2-oxo-1,3-oxazolidin-3-yl}-1,1′-biphenyl-4-yl)-4,5-dihydroisoxazol-5-yl]methyl di-tert-butyl phosphate (95 mg, 0.16 mmol) was dissolved in dichloromethane (1 ml) and trifluoroacetic acid (0.1 ml) was added. The solution was stirred for 1 h at ambient temperature, then concentrated in vacuo. Dichloromethane was added and the volatiles were removed in vacuo. This was repeated twice with dichloromethane and five times with diethyl ether. A pale yellow solid was ... The reactants are C=CCC(C(=O)OCC)(C(=O)OCC)C1CCCC1, CS(C)=O, [Cl-], [Li+], O. Yields the product C=CCC(C(=O)OCC)C1CCCC1. RXN SMILES: [CH2:7]([CH:8]=[CH2:9])[C:10]([C:11](=[O:12])[O:13][CH2:14][CH3:15])([C:16]([O:17][CH2:18][CH3:19])=[O:20])[CH:21]1[CH2:22][CH2:23][CH2:24][CH2:25]1.[CH3:3][S:4](=[O:5])[CH3:6].[Cl-:2].[Li+:1].[OH2:26]>>[CH2:7]([CH:8]=[CH2:9])[CH:10]([C:11](=[O:12])[O:13][CH2:14][CH3:15])[CH:21]1[CH2:22][CH2:23][CH2:24][CH2:25]1.